describe an organic reaction: reactants, conditions, products, and yield From a dataset of the Open Reaction Database (ORD), a public repository of structured organic reaction records. The product is CC(C)(C)OC(=O)NCCCCCC(=O)O. Starting materials: CC(C)(C)OC(=O)OC(C)(C)C, CC(C)(C)O, NCCCCCC(=O)O, [Na+], [OH-], O. RXN SMILES: [C:12]([CH3:13])([CH3:14])([CH3:15])[O:16][C:17]([O:18][C:20]([CH3:21])([CH3:22])[CH3:23])=[O:19].[C:25]([OH:26])([CH3:27])([CH3:28])[CH3:29].[NH2:1][CH2:2][CH2:3][CH2:4][CH2:5][CH2:6][C:7](=[O:8])[OH:9].[Na+:11].[OH-:10].[OH2:24]>>[NH:1]([CH2:2][CH2:3][CH2:4][CH2:5][CH2:6][C:7](=[O:8])[OH:9])[C:17]([O:16][C:12]([CH3:13])([CH3:14])[CH3:15])=[O:18]. The reactants are COC(C(NC(=O)OCC1=CC=CC=C1)=CC1=CC(=C(C=C1)NC(=O)OC(C)(C)C)C)=O (N-(benzyloxycarbonyl)-4-[[(1,1-dimethylethoxy)carbonyl]amino]-3-methyl-dehydrophenylalanine methyl ester), (+)-1,2-bis((2S,5S)-2,5-dimethylphospholano)benzene(cyclooctadiene)rhodium (I) trifluoromethanesulfonate. The solvent is CO (methanol). Conditions: time 22 hour. The product is COC([C@@H](NC(=O)OCC1=CC=CC=C1)CC1=CC(=C(C=C1)NC(=O)OC(C)(C)C)C)=O (N-(benzyloxycarbonyl)-4-[[(1,1-dimethylethoxy)carbonyl]amino]-3-methyl-L-phenylalanine methyl ester). Yield: 55.9%. Reaction SMILES: [CH3:1][O:2][C:3](=[O:32])[C:4](=[CH:16][C:17]1[CH:22]=[CH:21][C:20]([NH:23][C:24]([O:26][C:27]([CH3:30])([CH3:29])[CH3:28])=[O:25])=[C:19]([CH3:31])[CH:18]=1)[NH:5][C:6]([O:8][CH2:9][C:10]1[CH:15]=[CH:14][CH:13]=[CH:12][CH:11]=1)=[O:7]>CO>[CH3:1][O:2][C:3](=[O:32])[C@H:4]([CH2:16][C:17]1[CH:22]=[CH:21][C:20]([NH:23][C:24]([O:26][C:27]([CH3:28])([CH3:29])[CH3:30])=[O:25])=[C:19]([CH3:31])[CH:18]=1)[NH:5][C:6]([O:8][CH2:9][C:10]1[CH:11]=[CH:12][CH:13]=[CH:14][CH:15]=1)=[O:7]. Procedure details: A stream of argon was passed through a solution of N-(benzyloxycarbonyl)-4-[[(1,1-dimethylethoxy)carbonyl]amino]-3-methyl-dehydrophenylalanine methyl ester (8.08 mmol, 3.56 g) in methanol (25 mL) in a Parr pressure vessel overnight. Then, the catalyst, (+)-1,2-bis((2S,5S)-2,5-dimethylphospholano)benzene(cyclooctadiene)rhodium (I) trifluoromethanesulfonate [[Rh(COD)(S,S)-(me)DuPHOS]+TfO-] (˜40 mg) was added under a stream of argon in a glove box. The solution was stirred under a hydrogen pressure...